Dataset: the Open Reaction Database (ORD), a public repository of structured organic reaction records. Task: describe an organic reaction: reactants, conditions, products, and yield RXN SMILES: [F:1][C:2]([c:3]1[cH:4][c:5]([CH:13]([CH3:14])[O:15][CH:16]2[CH:17]([c:22]3[cH:23][cH:24][cH:25][cH:26][cH:27]3)[CH:18]([NH2:21])[CH2:19][CH2:20]2)[cH:6][c:7]([C:9]([F:10])([F:11])[F:12])[cH:8]1)([F:28])[F:29].[I:30][CH2:31][C:32](=[O:33])[NH2:34]>>[F:1][C:2]([c:3]1[cH:4][c:5]([CH:13]([CH3:14])[O:15][CH:16]2[CH:17]([c:22]3[cH:23][cH:24][cH:25][cH:26][cH:27]3)[CH:18]([NH:21][CH2:31][C:32](=[O:33])[NH2:34])[CH2:19][CH2:20]2)[cH:6][c:7]([C:9]([F:10])([F:11])[F:12])[cH:8]1)([F:28])[F:29]. Starting materials: CC(OC1CCC(N)C1c1ccccc1)c1cc(C(F)(F)F)cc(C(F)(F)F)c1, NC(=O)CI. Yields the product CC(OC1CCC(NCC(N)=O)C1c1ccccc1)c1cc(C(F)(F)F)cc(C(F)(F)F)c1. Reactants: COCCO, O=C(O)c1ccc(F)c([N+](=O)[O-])c1, Nc1ccccc1. Yields the product O=C(O)c1ccc(Nc2ccccc2)c([N+](=O)[O-])c1. Reaction SMILES: [CH3:21][O:22][CH2:23][CH2:24][OH:25].[F:1][c:2]1[c:3]([N+:11](=[O:12])[O-:13])[cH:4][c:5]([C:6](=[O:7])[OH:8])[cH:9][cH:10]1.[NH2:14][c:15]1[cH:16][cH:17][cH:18][cH:19][cH:20]1>>[c:2]1([NH:14][c:15]2[cH:16][cH:17][cH:18][cH:19][cH:20]2)[c:3]([N+:11](=[O:12])[O-:13])[cH:4][c:5]([C:6](=[O:7])[OH:8])[cH:9][cH:10]1. Conditions: temperature 100 celsius. Procedure: By substituting 30 g of hexahydro-1H-1,4-diazepine for the piperazine in Example 1, the product is 4-(hexahydro-1H-1,4-diazepin-1-yl)-3-phenoxy pyridine, bp 143°-145° C./0.13 mm). Three and four tenths g of this material is dissolved in a mixture of 4.5 g 37% formalin and 2 ml of methanol and is treated with 6 g of 97-100% formic acid. The mixture is heated at 100° C. for 18 hours. The mixture is cooled, treated with an excess of dilute hydrochloric acid and concentrated in vacuo. The residue is... Reactants: N1CCNCCC1 (hexahydro-1H-1,4-diazepine), Cl (hydrochloric acid), N1CCNCC1 (piperazine), N1(CCNCCC1)C1=C(C=NC=C1)OC1=CC=CC=C1 (4-(hexahydro-1H-1,4-diazepin-1-yl)-3-phenoxy pyridine). Product: CN1CCN(CCC1)C1=C(C=NC=C1)OC1=CC=CC=C1 (4-(hexahydro-4-methyl-1H-1,4-diazepin-1-yl)-3-phenoxypyridine). Run in C(=O)O (formic acid), C=O (formalin), CO (methanol). Reaction SMILES: N1CCCNC[CH2:2]1.N1CCNCC1.[N:14]1([C:21]2[CH:26]=[CH:25][N:24]=[CH:23][C:22]=2[O:27][C:28]2[CH:33]=[CH:32][CH:31]=[CH:30][CH:29]=2)[CH2:20][CH2:19][CH2:18][NH:17][CH2:16][CH2:15]1.Cl>C=O.CO.C(O)=O>[CH3:2][N:17]1[CH2:18][CH2:19][CH2:20][N:14]([C:21]2[CH:26]=[CH:25][N:24]=[CH:23][C:22]=2[O:27][C:28]2[CH:29]=[CH:30][CH:31]=[CH:32][CH:33]=2)[CH2:15][CH2:16]1. The reactants are [Si](C1=CC=CC=C1)(C1=CC=CC=C1)(C(C)(C)C)OC[C@H]1C[C@@]([C@@](S1)(N1C2=NC(=NC(=C2N=C1)Cl)F)[SeH])(C1=CC=CC=C1)F ((−)-9-[(1S,2S,4R)-5-O-(tert-butyldiphenylsilyl)-2,3-dideoxy-2-fluoro-2-phenylselenyl-4-thio-β-L-ribofuranosyl]-6-chloro-2-fluoropurine), UV(CHCl3), C(C)(=O)[O-] (acetate), purines. The solvent is C(Cl)(Cl)Cl (CHCl3). The product is [Si](C1=CC=CC=C1)(C1=CC=CC=C1)(C(C)(C)C)OC[C@H]1C[C@@]([C@@](S1)(N1C2=NC=NC(=C2N=C1)Cl)[SeH])(C1=CC=CC=C1)F ((−)-9-[(1S,2S,4R)-5-O-(tert-butyldiphenylsilyl)-2,3-dideoxy-2-fluoro-2-phenylselenyl-4-thio-β-L-ribofuranosyl]-6-chloropurine). RXN SMILES: [Si:1]([O:18][CH2:19][C@@H:20]1[S:24][C@@:23]([SeH:36])([N:25]2[CH:33]=[N:32][C:31]3[C:26]2=[N:27][C:28](F)=[N:29][C:30]=3[Cl:34])[C@@:22]([F:43])([C:37]2[CH:42]=[CH:41][CH:40]=[CH:39][CH:38]=2)[CH2:21]1)([C:14]([CH3:17])([CH3:16])[CH3:15])([C:8]1[CH:13]=[CH:12][CH:11]=[CH:10][CH:9]=1)[C:2]1[CH:7]=[CH:6][CH:5]=[CH:4][CH:3]=1.C([O-])(=O)C>C(Cl)(Cl)Cl>[Si:1]([O:18][CH2:19][C@@H:20]1[S:24][C@@:23]([SeH:36])([N:25]2[CH:33]=[N:32][C:31]3[C:26]2=[N:27][CH:28]=[N:29][C:30]=3[Cl:34])[C@@:22]([F:43])([C:37]2[CH:42]=[CH:41][CH:40]=[CH:39][CH:38]=2)[CH2:21]1)([C:14]([CH3:15])([CH3:16])[CH3:17])([C:2]1[CH:3]=[CH:4][CH:5]=[CH:6][CH:7]=1)[C:8]1[CH:9]=[CH:10][CH:11]=[CH:12][CH:13]=1. Procedure: (−)-9-[(1S,2S,4R)-5-O-(tert-butyldiphenylsilyl)-2,3-dideoxy-2-fluoro-2-phenylselenyl-4-thio-β-L-ribofuranosyl]-6-chloro-2-fluoropurine (L-22, FIG. 4b) was made using the general procedure for condensation reaction of the acetate L-8 with purines. The compound L-22 was obtained on 1.70-mmol scale in 66% yield. [α]24D −86.5° (c 1.44, CHCl3); UV(CHCl3) λmax 266.0 nm; 1H NMR (CDCl3) δ 8.20 (s, 1H), 7.62˜7.06 (m, 15H), 6.37 (d, J=13.9 Hz, 1H), 3.89 (dd, J=9.7, 6.9 Hz, 1H), 3.80 (td, J=7.8, 1.3 Hz, 1H... Starting materials: BrC1=NC(=C(N1CC#CC)C(=O)OC)C=O (methyl 2-bromo-3-(2-butyn-1-yl)-5-formyl-3H-imidazole-4-carboxylate), solution, [K].C[Si](C)(C)[N-][Si](C)(C)C (potassium bis(trimethylsilyl)amide), ice, O (water), ice, [Cl-].COC[P+](C1=CC=CC=C1)(C1=CC=CC=C1)C1=CC=CC=C1 (methoxymethyltriphenyl phosphonium chloride). The solvent is O1CCCC1 (tetrahydrofuran), C1(=CC=CC=C1)C (toluene), O1CCCC1 (tetrahydrofuran). The product is BrC1=NC(=C(N1)C(=O)OC)\C=C\OC (Methyl 2-bromo-5-(trans-2-methoxy-vinyl)-3H-imidazole-4-carboxylate). Procedure details: Under an argon atmosphere 38 ml of a 0.5 M solution of potassium-bis(trimethylsilyl)amide in toluene are added dropwise to an ice-cooled solution of 6.64 g methoxymethyltriphenyl phosphonium chloride in 140 ml of tetrahydrofuran over 10 min. The reaction mixture is stirred for a further 15 min in the ice bath and then cooled to −70° C. Then a solution of 4.41 g methyl 2-bromo-3-(2-butyn-1-yl)-5-formyl-3H-imidazole-4-carboxylate in 40 ml of tetrahydrofuran is added dropwise over 30 min. After a f... Run at temperature -70 celsius, time 45 minute. As a reaction SMILES: [K].C[Si]([N-][Si](C)(C)C)(C)C.[Cl-].[CH3:12][O:13][CH2:14][P+](C1C=CC=CC=1)(C1C=CC=CC=1)C1C=CC=CC=1.[Br:34][C:35]1[N:39](CC#CC)[C:38]([C:44]([O:46][CH3:47])=[O:45])=[C:37]([CH:48]=O)[N:36]=1.O>C1(C)C=CC=CC=1.O1CCCC1>[Br:34][C:35]1[NH:39][C:38]([C:44]([O:46][CH3:47])=[O:45])=[C:37](/[CH:48]=[CH:12]/[O:13][CH3:14])[N:36]=1 |f:0.1,2.3,^1:0|. The reactants are C(C)OC(=O)[C@@]1([C@@H](C1)C=C)NC(=O)[C@H]1N(C[C@@H](C1)OC1=CC(=NC2=CC(=CC=C12)OC)C1=CC=CC=C1)C(N[C@@H](CC(C)C)CN=[N+]=[N-])=O ((1R,2S)-1-{[(2S,4R)-1-((1S)-1-Azidomethyl-3-methyl-butylcarbamoyl)-4-(7-methoxy-2-phenyl-quinolin-4-yloxy)-pyrrolidine-2-carbonyl]-amino}-2-vinyl-cyclopropanecarboxylic acid ethyl ester), C1=CC=C(C=C1)P(C2=CC=CC=C2)C3=CC=CC=C3 (triphenylphosphine resin), CO (methanol). The solvent is C1CCOC1 (THF). Yields the product C(C)OC(=O)[C@@]1([C@@H](C1)C=C)NC(=O)[C@H]1N(C[C@@H](C1)OC1=CC(=NC2=CC(=CC=C12)OC)C1=CC=CC=C1)C(N[C@@H](CC(C)C)CN)=O ((1R,2S)-1-{[(2S,4R)-1-((1S)-1-Aminomethyl-3-methyl-butylcarbamoyl)-4-(7-methoxy-2-phenyl-quinolin-4-yloxy)-pyrrolidine-2-carbonyl]-amino}-2-vinyl-cyclopropanecarboxylic acid ethyl ester), foam. Yield: 99.0%. Reaction SMILES: [CH2:1]([O:3][C:4]([C@@:6]1([NH:11][C:12]([C@@H:14]2[CH2:18][C@@H:17]([O:19][C:20]3[C:29]4[C:24](=[CH:25][C:26]([O:30][CH3:31])=[CH:27][CH:28]=4)[N:23]=[C:22]([C:32]4[CH:37]=[CH:36][CH:35]=[CH:34][CH:33]=4)[CH:21]=3)[CH2:16][N:15]2[C:38](=[O:49])[NH:39][C@H:40]([CH2:45][N:46]=[N+]=[N-])[CH2:41][CH:42]([CH3:44])[CH3:43])=[O:13])[CH2:8][C@H:7]1[CH:9]=[CH2:10])=[O:5])[CH3:2].C1C=CC(P(C2C=CC=CC=2)C2C=CC=CC=2)=CC=1.CO>C1COCC1>[CH2:1]([O:3][C:4]([C@@:6]1([NH:11][C:12]([C@@H:14]2[CH2:18][C@@H:17]([O:19][C:20]3[C:29]4[C:24](=[CH:25][C:26]([O:30][CH3:31])=[CH:27][CH:28]=4)[N:23]=[C:22]([C:32]4[CH:37]=[CH:36][CH:35]=[CH:34][CH:33]=4)[CH:21]=3)[CH2:16][N:15]2[C:38](=[O:49])[NH:39][C@H:40]([CH2:45][NH2:46])[CH2:41][CH:42]([CH3:44])[CH3:43])=[O:13])[CH2:8][C@H:7]1[CH:9]=[CH2:10])=[O:5])[CH3:2]. Procedure: A solution of 108 (717 mg, 1.07 mmol) in THF (25 ml) was shaken together with PS-triphenylphosphine resin (diphenylphosphino polystyrene) (3.24 g, 1.65 mmol PPh3/g) and methanol (2.5 ml) for 78 hrs. The mixture was filtered and the polymer was washed repeatedly with DCM and methanol. The combined filtrates were evaporated to yield the title compound as a light beige solid foam (685 mg, 99%) with more than 95% purity as determined by reversed phase HPLC. M+H+644.1.